This data is from the Open Reaction Database (ORD), a public repository of structured organic reaction records. The task is: describe an organic reaction: reactants, conditions, products, and yield Reactants: BrCc1cccc(-c2ncc(Br)cn2)n1, O=C([O-])[O-], [Cs+], [Cs+], N#Cc1cccc(-c2ccc(=O)[nH]n2)c1, CN(C)C=O, O. Yields the product N#Cc1cccc(-c2ccc(=O)n(Cc3cccc(-c4ncc(Br)cn4)n3)n2)c1. RXN SMILES: [Br:1][c:2]1[cH:3][n:4][c:5](-[c:8]2[n:9][c:10]([CH2:14][Br:15])[cH:11][cH:12][cH:13]2)[n:6][cH:7]1.[C:16](=[O:17])([O-:18])[O-:19].[Cs+:20].[Cs+:21].[O:22]=[c:23]1[cH:24][cH:25][c:26](-[c:29]2[cH:30][c:31]([C:32]#[N:33])[cH:34][cH:35][cH:36]2)[n:27][nH:28]1.[O:38]=[CH:39][N:40]([CH3:41])[CH3:42].[OH2:37]>>[Br:1][c:2]1[cH:3][n:4][c:5](-[c:8]2[n:9][c:10]([CH2:14][n:28]3[c:23](=[O:22])[cH:24][cH:25][c:26](-[c:29]4[cH:30][c:31]([C:32]#[N:33])[cH:34][cH:35][cH:36]4)[n:27]3)[cH:11][cH:12][cH:13]2)[n:6][cH:7]1. Reactants: C1(CC1)N1C=C(C(C2=CC(=C(C(=C12)F)F)F)=O)C(=O)O (1-cyclopropyl-6,7,8-trifluoro-1,4-dihydro-4-oxo-3-quinolinecarboxylic acid), C(C)(C)(C)OC(=O)N[C@@H]1CNC[C@H]1C (trans-3-t-butoxycarbonylamino-4-methylpyrrolidine), C1CCC2=NCCCN2CC1 (DBU). Solvent: C(C)#N (acetonitrile). The product is C(C)(C)(C)OC(=O)N[C@@H]1CN(C[C@H]1C)C1=C(C=C2C(C(=CN(C2=C1F)C1CC1)C(=O)O)=O)F (7-(trans-3-t-butoxycarbonylamino-4-methyl-1-pyrrolidinyl)-1-cyclopropyl-6,8-difluoro-1,4-dihydro-4-oxo-3-quinolinecarboxylic acid). Yield: 51.9%. RXN SMILES: [CH:1]1([N:4]2[C:13]3[C:8](=[CH:9][C:10]([F:16])=[C:11](F)[C:12]=3[F:14])[C:7](=[O:17])[C:6]([C:18]([OH:20])=[O:19])=[CH:5]2)[CH2:3][CH2:2]1.[C:21]([O:25][C:26]([NH:28][C@H:29]1[C@H:33]([CH3:34])[CH2:32][NH:31][CH2:30]1)=[O:27])([CH3:24])([CH3:23])[CH3:22].C1CCN2C(=NCCC2)CC1>C(#N)C>[C:21]([O:25][C:26]([NH:28][C@H:29]1[C@H:33]([CH3:34])[CH2:32][N:31]([C:11]2[C:12]([F:14])=[C:13]3[C:8]([C:7](=[O:17])[C:6]([C:18]([OH:20])=[O:19])=[CH:5][N:4]3[CH:1]3[CH2:3][CH2:2]3)=[CH:9][C:10]=2[F:16])[CH2:30]1)=[O:27])([CH3:24])([CH3:22])[CH3:23]. Procedure details: A mixture of 1-cyclopropyl-6,7,8-trifluoro-1,4-dihydro-4-oxo-3-quinolinecarboxylic acid (0.4 g), anhydrous acetonitrile (4 ml), trans-3-t-butoxycarbonylamino-4-methylpyrrolidine (0.43 g) and DBU (0.22 g) was refluxed for an hour. After cooling, the resulting precipitate was collected by filtration and washed with acetonitrile and ethanol successively to give 7-(trans-3-t-butoxycarbonylamino-4-methyl-1-pyrrolidinyl)-1-cyclopropyl-6,8-difluoro-1,4-dihydro-4-oxo-3-quinolinecarboxylic acid (0.34 g) ...